From a dataset of the Open Reaction Database (ORD), a public repository of structured organic reaction records. describe an organic reaction: reactants, conditions, products, and yield The reactants are CCN(C(C)C)C(C)C, COc1ccc(CSCC(=O)N2C(=O)OCC2c2ccccc2)cc1, CC(C)O, [Cl-], CC(C)(C)OC(=O)COc1ccc(C=Nc2ccc(Cl)cc2)cc1, ClCCl, [NH4+]. The product is COc1ccc(CSC(C(=O)N2C(=O)OCC2c2ccccc2)C(Nc2ccc(Cl)cc2)c2ccc(OCC(=O)OC(C)(C)C)cc2)cc1. RXN SMILES: [CH2:50]([N:51]([CH:52]([CH3:53])[CH3:54])[CH:55]([CH3:56])[CH3:57])[CH3:58].[CH3:1][O:2][c:3]1[cH:4][cH:5][c:6]([CH2:7][S:8][CH2:9][C:10](=[O:11])[N:12]2[C:13](=[O:23])[O:14][CH2:15][CH:16]2[c:17]2[cH:18][cH:19][cH:20][cH:21][cH:22]2)[cH:24][cH:25]1.[CH:64]([OH:65])([CH3:66])[CH3:67].[Cl-:59].[Cl:26][c:27]1[cH:28][cH:29][c:30]([N:33]=[CH:34][c:35]2[cH:36][cH:37][c:38]([O:39][CH2:40][C:41](=[O:42])[O:43][C:44]([CH3:45])([CH3:46])[CH3:47])[cH:48][cH:49]2)[cH:31][cH:32]1.[Cl:61][CH2:62][Cl:63].[NH4+:60]>>[CH3:1][O:2][c:3]1[cH:4][cH:5][c:6]([CH2:7][S:8][CH:9]([C:10](=[O:11])[N:12]2[C:13](=[O:23])[O:14][CH2:15][CH:16]2[c:17]2[cH:18][cH:19][cH:20][cH:21][cH:22]2)[CH:34]([NH:33][c:30]2[cH:29][cH:28][c:27]([Cl:26])[cH:32][cH:31]2)[c:35]2[cH:36][cH:37][c:38]([O:39][CH2:40][C:41](=[O:42])[O:43][C:44]([CH3:45])([CH3:46])[CH3:47])[cH:48][cH:49]2)[cH:24][cH:25]1. The reactants are C(#N)C1=CC=C(S1)C=O (5-cyano-2-thiophene carboxaldehyde), C(CC(=O)O)(=O)O (malonic acid), C(CC(=O)O)(=O)O (malonic acid). Run in N1=CC=CC=C1 (pyridine), N1CCCCC1 (piperidine). The product is C(#N)C1=CC=C(S1)C=CC(=O)O (3-(5-Cyano-2-thiophenyl)-propenoic acid). Reaction SMILES: [C:1]([C:3]1[S:7][C:6]([CH:8]=O)=[CH:5][CH:4]=1)#[N:2].C(O)(=O)[CH2:11][C:12]([OH:14])=[O:13]>N1C=CC=CC=1.N1CCCCC1>[C:1]([C:3]1[S:7][C:6]([CH:8]=[CH:11][C:12]([OH:14])=[O:13])=[CH:5][CH:4]=1)#[N:2]. Procedure: A stirred solution of 5-cyano-2-thiophene carboxaldehyde (3.3 g) and malonic acid (2.5 g) in pyridine (35 ml) and piperidine (0.7 ml) was heated under reflux for 2 hours adding further malonic acid (1.3 g) after 1 hour. The solution was evaporated and the residue was stirred with M hydrochloric acid solution (100 ml) to give a pale solid which was washed with water and dried, m.p. ca 260° C. (subliming). Reaction conditions: time 2 hour. Product: FC1=C2C=NC(=NC2=C(C=C1)F)C (5,8-difluoro-2-methylquinazoline). Procedure: A solution of 2.4 g (18.6 mmol) of 2,5-difluoroaniline in 11 ml of water and 1.6 ml of concentrated hydrochloric acid (37%) that is 50° C. and that was previously stirred for one hour at this temperature is added to a solution of 3.35 g (20.25 mmol) of chloral hydrate and 21.27 g (149.7 mmol) of sodium sulfate in 72 ml of water. It is stirred for another 30 minutes at room temperature, and after 4.09 g (58.9 mmol) of hydroxylammonium chloride in 19 ml of water is added over 45 minutes, it is hea... Reactants: OO (hydrogen peroxide), N1C(=O)C(=O)C2=CC=CC=C12 (isatin), [OH-].[Na+] (sodium hydroxide), FC1=C2C(NC(=NC2=C(C=C1)F)C)=O (5,8-difluoro-2-methyl-3H-quinazolin-4-one), P(Cl)(Cl)(Cl)(Cl)Cl (phosphorus pentachloride), Cl (hydrochloric acid), C(=O)(O)[O-].[Na+] (NaHCO3), FC1=C(C(C(=O)O)=C(C=C1)F)N (3,6-difluoroanthranilic acid). As a reaction SMILES: OO.N1C2C(=CC=CC=2)C(=O)C1=O.[OH-].[Na+].Cl.FC1C=CC(F)=C(C(O)=O)C=1N.[F:29][C:30]1[CH:39]=[CH:38][C:37]([F:40])=[C:36]2[C:31]=1[C:32](=O)[NH:33][C:34]([CH3:41])=[N:35]2.P(Cl)(Cl)(Cl)(Cl)Cl.C([O-])(O)=O.[Na+]>O.C(OC(=O)C)(=O)C.P(Cl)(Cl)(Cl)=O.[Pd].C(O)(=O)C>[F:29][C:30]1[CH:39]=[CH:38][C:37]([F:40])=[C:36]2[C:31]=1[CH:32]=[N:33][C:34]([CH3:41])=[N:35]2 |f:2.3,8.9|. Run in P(=O)(Cl)(Cl)Cl (phosphoryl chloride), C(C)(=O)O (acetic acid), O (water), C(C)(=O)OC(C)=O (acetic acid anhydride). The reagents and catalysts are [Pd] (palladium on carbon). Isolated yield 58.2%.